From a dataset of the Open Reaction Database (ORD), a public repository of structured organic reaction records. describe an organic reaction: reactants, conditions, products, and yield The reactants are NC=1C(=CC2=CC=CC=C2C1)C1=CN=CN1C (5-(3-amino-2-naphthyl)-1-methylimidazole), C(=O)(N1C=NC=C1)N1C=NC=C1 (1,1′-carbonyldiimidazole). Solvent: ClC1=C(C=CC=C1)Cl (o-dichlorobenzene). Reaction conditions: temperature 180 celsius. Product: CN1C=NC=2C(NC=3C=C4C(=CC3C21)C=CC=C4)=O (1-methyl-4,5-dihydrobenzo(g)imidazo(4,5-c)quinolin-4-one). The yield is 41.2%. RXN SMILES: [NH2:1][C:2]1[C:3]([C:12]2[N:16]([CH3:17])[CH:15]=[N:14][CH:13]=2)=[CH:4][C:5]2[C:10]([CH:11]=1)=[CH:9][CH:8]=[CH:7][CH:6]=2.[C:18](N1C=CN=C1)(N1C=CN=C1)=[O:19]>ClC1C=CC=CC=1Cl>[CH3:17][N:16]1[C:12]2[C:3]3[CH:4]=[C:5]4[CH:6]=[CH:7][CH:8]=[CH:9][C:10]4=[CH:11][C:2]=3[NH:1][C:18](=[O:19])[C:13]=2[N:14]=[CH:15]1. Procedure details: A mixture of 5-(3-amino-2-naphthyl)-1-methylimidazole (Preparation 17) (0.48 g, 2.14 mmol) and 1,1′-carbonyldiimidazole (0.42 g, 2.57 mmol) in o-dichlorobenzene (22 mL) was heated at 180° C. for 5 hours. The suspension was cooled to RT, filtered, and dried under vacuum, affording the title compound as a light yellow solid (0.22 g, 42%). 1H NMR (DMSO): 11.57 (s, 1H), 8.71 (s, 1H), 8.15 (s, 1H), 8.10 (d, J=8.4, 1H), 7.89 (d, J=8.4, 1H), 7.84 (s, 1H), 7.53 (m, 1H), 7.46 (m, 1H), 4.30 (s, 3H). (ES m... Reactants: CCOC(=O)N1CCN(C(=O)C(CCC(=O)OC(C)(C)C)NC(=O)c2cc(OC3(C(=O)OCC)CCC3)n(-c3cccc(OC)c3)n2)CC1, Cc1ccccc1, ClCCl, O=C(O)C(F)(F)F. The product is CCOC(=O)N1CCN(C(=O)C(CCC(=O)O)NC(=O)c2cc(OC3(C(=O)OCC)CCC3)n(-c3cccc(OC)c3)n2)CC1. As a reaction SMILES: [CH2:1]([CH3:2])[O:3][C:4](=[O:5])[N:6]1[CH2:7][CH2:8][N:9]([C:12]([CH:13]([CH2:14][CH2:15][C:16](=[O:17])[O:18][C:19]([CH3:20])([CH3:21])[CH3:22])[NH:23][C:24](=[O:25])[c:26]2[n:27][n:28](-[c:41]3[cH:42][c:43]([O:47][CH3:48])[cH:44][cH:45][cH:46]3)[c:29]([O:31][C:32]3([C:36](=[O:37])[O:38][CH2:39][CH3:40])[CH2:33][CH2:34][CH2:35]3)[cH:30]2)=[O:49])[CH2:10][CH2:11]1.[CH3:50][c:51]1[cH:52][cH:53][cH:54][cH:55][cH:56]1.[Cl:57][CH2:58][Cl:59].[F:60][C:61]([F:62])([F:63])[C:64]([OH:65])=[O:66]>>[CH2:1]([CH3:2])[O:3][C:4](=[O:5])[N:6]1[CH2:7][CH2:8][N:9]([C:12]([CH:13]([CH2:14][CH2:15][C:16](=[O:17])[OH:18])[NH:23][C:24](=[O:25])[c:26]2[n:27][n:28](-[c:41]3[cH:42][c:43]([O:47][CH3:48])[cH:44][cH:45][cH:46]3)[c:29]([O:31][C:32]3([C:36](=[O:37])[O:38][CH2:39][CH3:40])[CH2:33][CH2:34][CH2:35]3)[cH:30]2)=[O:49])[CH2:10][CH2:11]1.